From a dataset of the Open Reaction Database (ORD), a public repository of structured organic reaction records. describe an organic reaction: reactants, conditions, products, and yield Reactants: CN(C)C=O, Clc1ccc(Cl)nn1, Fc1ccccc1N1CCNCC1, [I-], [K+], [Na+], [Na+], O=C([O-])[O-], O. The product is Fc1ccccc1N1CCN(c2ccc(Cl)nn2)CC1. Reaction SMILES: [CH3:31][N:32]([CH3:33])[CH:34]=[O:35].[Cl:1][c:2]1[n:3][n:4][c:5]([Cl:8])[cH:6][cH:7]1.[F:9][c:10]1[c:11]([N:16]2[CH2:17][CH2:18][NH:19][CH2:20][CH2:21]2)[cH:12][cH:13][cH:14][cH:15]1.[I-:29].[K+:28].[Na+:22].[Na+:23].[O-:24][C:25](=[O:26])[O-:27].[OH2:30]>>[Cl:1][c:2]1[n:3][n:4][c:5]([N:19]2[CH2:18][CH2:17][N:16]([c:11]3[c:10]([F:9])[cH:15][cH:14][cH:13][cH:12]3)[CH2:21][CH2:20]2)[cH:6][cH:7]1. Yields the product CNc1ncc(C2(c3ccc(Cl)cc3)OCCO2)cc1C(=O)c1cccc(Br)c1. RXN SMILES: [Br:12][c:13]1[cH:14][c:15]([CH:19]([OH:20])[c:21]2[c:22]([NH:39][CH3:40])[n:23][cH:24][c:25]([C:27]3([c:32]4[cH:33][cH:34][c:35]([Cl:38])[cH:36][cH:37]4)[O:28][CH2:29][CH2:30][O:31]3)[cH:26]2)[cH:16][cH:17][cH:18]1.[Cl:41][CH2:42][Cl:43].[O:1]=[Cr:2]([Cl:3])([O-:4])=[O:5].[nH+:6]1[cH:7][cH:8][cH:9][cH:10][cH:11]1>>[Br:12][c:13]1[cH:14][c:15]([C:19](=[O:20])[c:21]2[c:22]([NH:39][CH3:40])[n:23][cH:24][c:25]([C:27]3([c:32]4[cH:33][cH:34][c:35]([Cl:38])[cH:36][cH:37]4)[O:28][CH2:29][CH2:30][O:31]3)[cH:26]2)[cH:16][cH:17][cH:18]1. Starting materials: CNc1ncc(C2(c3ccc(Cl)cc3)OCCO2)cc1C(O)c1cccc(Br)c1, ClCCl, O=[Cr](=O)([O-])Cl, c1cc[nH+]cc1.